Dataset: the Open Reaction Database (ORD), a public repository of structured organic reaction records. Task: describe an organic reaction: reactants, conditions, products, and yield The reactants are FC1=C(C=C(C=C1)OC)N=C=O (2-fluoro-5-methoxyphenyl isocyanate), diamine, [N-]=C=O (isocyanate), NC1=C2C(=NCN1C1=CC(=CC=C1)N)OC=C2 (4-Amino-3-(3-aminophenyl)furo[2,3-d]pyrimidine). The product is NC1=C2C(=NCN1C1=CC=C(C=C1)N(C(=O)N)C1=C(C=CC(=C1)OC)F)OC=C2 (4-Amino-3-(4-((2-fluoro-5-methoxyphenyl)-aminocarbonylamino)phenyl)furo[2,3-d]pyrimidine). Reaction SMILES: [F:1][C:2]1[CH:7]=[CH:6][C:5]([O:8][CH3:9])=[CH:4][C:3]=1[N:10]=[C:11]=[O:12].[N-:13]=C=O.[NH2:16][C:17]1[N:22]([C:23]2[CH:28]=[CH:27][CH:26]=[C:25](N)[CH:24]=2)[CH2:21][N:20]=[C:19]2[O:30][CH:31]=[CH:32][C:18]=12>>[NH2:16][C:17]1[N:22]([C:23]2[CH:28]=[CH:27][C:26]([N:10]([C:3]3[CH:4]=[C:5]([O:8][CH3:9])[CH:6]=[CH:7][C:2]=3[F:1])[C:11]([NH2:13])=[O:12])=[CH:25][CH:24]=2)[CH2:21][N:20]=[C:19]2[O:30][CH:31]=[CH:32][C:18]=12. Reported procedure: The compound was prepared following the procedure described in Example 232(b), using 2-fluoro-5-methoxyphenyl isocyanate as the isocyanate of choice, and 4-Amino-3-(3-aminophenyl)furo[2,3-d]pyrimidine (10) as the diamine of choice. MS(ES) m/e 394 [M+H]+. The reactants are CC(C)(C)OC(=O)c1ccc(N(Cc2ccc(C(=O)O)cc2)Cc2cc(Br)ccc2OCc2ccccc2)cc1, O=CO. Product: O=C(O)c1ccc(CN(Cc2cc(Br)ccc2OCc2ccccc2)c2ccc(C(=O)O)cc2)cc1. Reaction SMILES: [Br:1][c:2]1[cH:3][cH:4][c:5]([O:33][CH2:34][c:35]2[cH:36][cH:37][cH:38][cH:39][cH:40]2)[c:6]([CH2:7][N:8]([c:9]2[cH:10][cH:11][c:12]([C:15](=[O:16])[O:17][C:18]([CH3:19])([CH3:20])[CH3:21])[cH:13][cH:14]2)[CH2:22][c:23]2[cH:24][cH:25][c:26]([C:27](=[O:28])[OH:29])[cH:30][cH:31]2)[cH:32]1.[CH:41]([OH:42])=[O:43]>>[Br:1][c:2]1[cH:3][cH:4][c:5]([O:33][CH2:34][c:35]2[cH:36][cH:37][cH:38][cH:39][cH:40]2)[c:6]([CH2:7][N:8]([c:9]2[cH:10][cH:11][c:12]([C:15](=[O:16])[OH:17])[cH:13][cH:14]2)[CH2:22][c:23]2[cH:24][cH:25][c:26]([C:27](=[O:28])[OH:29])[cH:30][cH:31]2)[cH:32]1. Reactants: NC1=NNC=N1 (3-amino-1,2,4-triazole), C(C)(C)(C)[N+]#[C-] (tert-butylisonitrile), ClC1=C(C=O)C=CC(=C1)Cl (2,4-dichlorobenzaldehyde). Run in Cl(=O)(=O)(=O)O (perchloric acid). Product: C(C)(C)(C)NC1=C(N=C2N1NC=N2)C2=C(C=C(C=C2)Cl)Cl (tert-Butyl-[5-(2,4-dichloro-phenyl)-imidazo[1,2-b][1,2,4]triazol-6-yl]-amine). As a reaction SMILES: [NH2:1][C:2]1[N:6]=[CH:5][NH:4][N:3]=1.[C:7]([N+:11]#[C-:12])([CH3:10])([CH3:9])[CH3:8].[Cl:13][C:14]1[CH:21]=[C:20]([Cl:22])[CH:19]=[CH:18][C:15]=1[CH:16]=O>Cl(O)(=O)(=O)=O>[C:7]([NH:11][C:12]1[N:3]2[NH:4][CH:5]=[N:6][C:2]2=[N:1][C:16]=1[C:15]1[CH:18]=[CH:19][C:20]([Cl:22])=[CH:21][C:14]=1[Cl:13])([CH3:10])([CH3:9])[CH3:8]. Reported procedure: Compound 29 was prepared in accordance with the general synthesis instructions from 1.0 ml (0.1 mmol) 3-amino-1,2,4-triazole solution (0.1 M, MC), 0.575 ml (0.115 mmol) tert-butylisonitrile solution (0.2 M, MC), 0.500 ml (0.15 mmol) 2,4-dichlorobenzaldehyde solution (0.3 M, MC) and 10 μl perchloric acid (w=20%) in a substance library.